From a dataset of the Open Reaction Database (ORD), a public repository of structured organic reaction records. describe an organic reaction: reactants, conditions, products, and yield Reactants: C(C)(=O)OCC (ethyl acetate), C1(=CC(=C(C=C1)C)C)O (3,4-xylenol), [N+](=O)(O)[O-] (nitric acid). Run in C(C)(=O)O (acetic acid), C(C)(=O)O (acetic acid). Run at time 2 hour. The product is CC=1C(=C(C=CC1C)O)[N+](=O)[O-] (3,4-dimethyl-2-nitrophenol). Reaction SMILES: [C:1]1([OH:9])[CH:6]=[CH:5][C:4]([CH3:7])=[C:3]([CH3:8])[CH:2]=1.[N+:10]([O-])([OH:12])=[O:11].C(OCC)(=O)C>C(O)(=O)C>[CH3:8][C:3]1[C:2]([N+:10]([O-:12])=[O:11])=[C:1]([OH:9])[CH:6]=[CH:5][C:4]=1[CH3:7]. Procedure: To a solution of 12.2 g of 3,4-xylenol in 100 ml of acetic acid was added a solution of 7.48 ml of 61% nitric acid in 50 ml of acetic acid while keeping the reaction temperature at 20° C. Then the mixture was reacted with stirring at room temperature for two hours. To the reaction mixture was added 200 ml of ethyl acetate and the mixture was washed successively with water, an aqueous solution of sodium hydrogencarbonate, water and a brine, and then, ethyl acetate was distilled away under reduced... Reactants: IC1=CC=C(C=C1)C=1N=CN(C1C1=CC2=C(N=CN=C2S(=O)(=O)C)S1)C (6-[4-(4-Iodophenyl)-1-methyl-1H-imidazol-5-yl]-4-(methylsulfonyl)thieno[2,3-d]pyrimidine), Solid, IC1=CC=C(C=C1)C=1N=CN(C1C1=CC2=C(N=CN=C2S(=O)(=O)C)S1)C (6-[4-(4-Iodophenyl)-1-methyl-1H-imidazol-5-yl]-4-(methylsulfonyl)thieno[2,3-d]pyrimidine), CC1(CC=CC=C1)N1C=NC=C1C1=CC2=C(N=CN=C2S(=O)(=O)C)S1 (6-(1-Methylphenyl-1H-imidazol-5-yl)-4-(methylsulfonyl)thieno[2,3-d]pyrimidine). The product is IC1=CC=C(C=C1)C=1N=CN(C1C1=CC2=C(N=CN=C2N)S1)C (6-[4-(4-Iodophenyl)-1-methyl-1H-imidazol-5-yl]thieno[2,3-d]pyrimidin-4-amine). As a reaction SMILES: [I:1][C:2]1[CH:7]=[CH:6][C:5]([C:8]2[N:9]=[CH:10][N:11]([CH3:26])[C:12]=2[C:13]2[S:25][C:16]3[N:17]=[CH:18][N:19]=[C:20](S(C)(=O)=O)[C:15]=3[CH:14]=2)=[CH:4][CH:3]=1.CC1([N:34]2C(C3SC4N=CN=C(S(C)(=O)=O)C=4C=3)=CN=C2)C=CC=CC1>>[I:1][C:2]1[CH:7]=[CH:6][C:5]([C:8]2[N:9]=[CH:10][N:11]([CH3:26])[C:12]=2[C:13]2[S:25][C:16]3[N:17]=[CH:18][N:19]=[C:20]([NH2:34])[C:15]=3[CH:14]=2)=[CH:4][CH:3]=1. Procedure: The title compound was prepared by a similar process to that described for Example 8 but using 6-[4-(4-Iodophenyl)-1-methyl-1H-imidazol-5-yl]-4-(methylsulfonyl)thieno[2,3-d]pyrimidine (Intermediate 63) in place of 6-(1-Methylphenyl-1H-imidazol-5-yl)-4-(methylsulfonyl)thieno[2,3-d]pyrimidine (intermediate 17). Solid (116 mg, 74%); The reactants are C(=O)(OC(C)(C)C)N1[C@H]2[C@@H]3CCCC[C@@]3(C=3C=C(C=CC3C2)OC(C(C)(C)C)=O)CC1 (N-Boc-3-pivaloyloxymorphinan), O1CCOCC1.Cl (HCl dioxane), TEA, CS(=O)(=O)Cl (methanesulfonyl chloride). The solvent is C(Cl)Cl (CH2Cl2). Reaction conditions: temperature 0 celsius, time 2 hour. Yields the product CS(=O)(=O)N1[C@H]2[C@@H]3CCCC[C@@]3(C=3C=C(C=CC3C2)OC(C(C)(C)C)=O)CC1 (N-methanesulfonyl-3-pivaloyloxymorphinan). Yield: 61.6%. Reaction SMILES: C([N:8]1[CH2:31][CH2:30][C@@:15]23[C:16]4[CH:17]=[C:18]([O:23][C:24](=[O:29])[C:25]([CH3:28])([CH3:27])[CH3:26])[CH:19]=[CH:20][C:21]=4[CH2:22][C@@H:9]1[C@@H:10]2[CH2:11][CH2:12][CH2:13][CH2:14]3)(OC(C)(C)C)=O.O1CCOCC1.Cl.[CH3:39][S:40](Cl)(=[O:42])=[O:41]>C(Cl)Cl>[CH3:39][S:40]([N:8]1[CH2:31][CH2:30][C@@:15]23[C:16]4[CH:17]=[C:18]([O:23][C:24](=[O:29])[C:25]([CH3:28])([CH3:27])[CH3:26])[CH:19]=[CH:20][C:21]=4[CH2:22][C@@H:9]1[C@@H:10]2[CH2:11][CH2:12][CH2:13][CH2:14]3)(=[O:42])=[O:41] |f:1.2|. Procedure: To a solution of compound 31 (5 mg, 0.012 mmol) in dry CH2Cl2 (0.2 mL) was added 4 M HCl dioxane solution (0.5 mL) and stirred for 2 h at 0° C. The solvent was evaporated under reduced pressure. The crude amine salt 32 was dissolved in CH2Cl2 (0.5 mL) and slowly added methanesulfonyl chloride (2 μL, 0.030 mmol) and TEA (9 μL, 0.064 mmol) at 0° C. After 1 h stirring, the reaction mixture was concentrated under reduced pressure. The crude product was purified on a silica gel column chromatography ... Starting materials: NC(=S)C1=CC(=C(OCCCOC=2C=C3CC[C@H](C3=CC2)CC(=O)OCC)C=C1)CCC (ethyl ((1S)-5-{3-[4-(aminocarbonothioyl)-2-propylphenoxy]propoxy}-2,3-dihydro-1H-inden-1-yl)acetate), ClC1C(OCC1=O)=O (3-chloro-2,4(3H, 5H)-furandione), CCO (EtOH). Conditions: temperature 70 celsius. The product is C(C)OC(C[C@@H]1CCC2=CC(=CC=C12)OCCCOC1=C(C=C(C=C1)C=1SC(=C(N1)CO)C(=O)OCC)CCC)=O (ethyl 2-[4-(3-{[(1S)-1-(2-ethoxy-2-oxoethyl)-2,3-dihydro-1H-inden-5-yl]oxy}propoxy)-3-propylpheny]-4-(hydroxymethyl)-1,3-thiazole-5-carboxylate). Yield: 33.0%. As a reaction SMILES: [NH2:1][C:2]([C:4]1[CH:29]=[CH:28][C:7]([O:8][CH2:9][CH2:10][CH2:11][O:12][C:13]2[CH:14]=[C:15]3[C:19](=[CH:20][CH:21]=2)[C@H:18]([CH2:22][C:23]([O:25][CH2:26][CH3:27])=[O:24])[CH2:17][CH2:16]3)=[C:6]([CH2:30][CH2:31][CH3:32])[CH:5]=1)=[S:3].Cl[CH:34]1[C:38](=O)[CH2:37][O:36][C:35]1=[O:40].[CH3:41][CH2:42][OH:43]>>[CH2:26]([O:25][C:23](=[O:24])[CH2:22][C@H:18]1[C:19]2[C:15](=[CH:14][C:13]([O:12][CH2:11][CH2:10][CH2:9][O:8][C:7]3[CH:28]=[CH:29][C:4]([C:2]4[S:3][C:34]([C:35]([O:36][CH2:37][CH3:38])=[O:40])=[C:41]([CH2:42][OH:43])[N:1]=4)=[CH:5][C:6]=3[CH2:30][CH2:31][CH3:32])=[CH:21][CH:20]=2)[CH2:16][CH2:17]1)[CH3:27]. Procedure: Ethyl ((1S)-5-{3-[4-(aminocarbonothioyl)-2-propylphenoxy]propoxy}-2,3-dihydro-1H-inden-1-yl)acetate (90 mg, 0.2 mmol) (Example 144) and 3-chloro-2,4(3H, 5H)-furandione (106 mg, 0.8 mmol) were dissolved in EtOH (anhydrous, 8 mL), and the mixture was heated at 70° C. for 18 h. The reaction was cooled to rt, and then concentrated under reduced pressure. Purification by silica gel flash chromatography (EtOAc:hexane (v/v)=1:1) gave 38 mg (33%) of the title compound as a clear oil. LC-MS: RT=4.38 min;... The reactants are Fc1ccc(Br)cc1, CC(=O)O, Cc1ccccc1, O=C(c1ccncc1)c1ccc(F)cc1, [Mg], C1CCOC1. Yields the product OC(c1ccncc1)(c1ccc(F)cc1)c1ccc(F)cc1. As a reaction SMILES: [Br:1][c:2]1[cH:3][cH:4][c:5]([F:8])[cH:6][cH:7]1.[CH3:30][C:31](=[O:32])[OH:33].[CH3:34][c:35]1[cH:36][cH:37][cH:38][cH:39][cH:40]1.[F:15][c:16]1[cH:17][cH:18][c:19]([C:22](=[O:23])[c:24]2[cH:25][cH:26][n:27][cH:28][cH:29]2)[cH:20][cH:21]1.[Mg:9].[O:10]1[CH2:11][CH2:12][CH2:13][CH2:14]1>>[c:2]1([C:22]([c:19]2[cH:18][cH:17][c:16]([F:15])[cH:21][cH:20]2)([OH:23])[c:24]2[cH:25][cH:26][n:27][cH:28][cH:29]2)[cH:3][cH:4][c:5]([F:8])[cH:6][cH:7]1. The reagents and catalysts are [Cl-].[Zn+2].[Cl-] (zinc chloride). The solvent is O1CCCC1 (tetrahydrofuran). As a reaction SMILES: [F:1][C:2]1[CH:7]=[CH:6][C:5]([C:8](=[O:15])[CH2:9][C:10]([O:12][CH2:13][CH3:14])=[O:11])=[CH:4][CH:3]=1.C1(C)C=CC=CC=1.[C:23]1(=O)[CH:28]=[CH:27][C:26](=[O:29])[CH:25]=[CH:24]1>O1CCCC1.[Cl-].[Zn+2].[Cl-]>[F:1][C:2]1[CH:3]=[CH:4][C:5]([C:8]2[O:15][C:23]3[CH:28]=[CH:27][C:26]([OH:29])=[CH:25][C:24]=3[C:9]=2[C:10]([O:12][CH2:13][CH3:14])=[O:11])=[CH:6][CH:7]=1 |f:4.5.6|. The reactants are FC1=CC=C(C=C1)C(CC(=O)OCC)=O (ethyl 3-(4-fluorophenyl)-3-oxopropanoate), C1(=CC=CC=C1)C (toluene), C1(C=CC(C=C1)=O)=O (Benzoquinone). Yields the product FC1=CC=C(C=C1)C=1OC2=C(C1C(=O)OCC)C=C(C=C2)O (ethyl 2-(4-fluorophenyl)-5-hydroxybenzofuran-3-carboxylate). Procedure: The material prepared in Example 1A (250 g, 1.19 mole) was combined with zinc chloride (243.5 g, 1.784 mole) and toluene (3.75 L). The reaction mixture was heated to reflux under a nitrogen atmosphere. Benzoquinone (167 g, 1.546 mole) in tetrahydrofuran (500 mL) was added dropwise to the reaction, and upon completion of the addition, the reaction mixture was heated at reflux for 6 hours. The reaction mixture was quenched with water and extracted with ethyl acetate. The organic layer was concentr... Starting materials: BrC1=CC=C(C=C1)C1NC(N(C=2CCC(C(C12)=O)(C)C)C1=CC(=CC=C1)C(F)(F)F)=O (4-(4-bromophenyl)-6,6-dimethyl-1-(3-(tri-fluoromethyl)phenyl)-3,4,7,8-tetrahydroquinazoline-2,5(1H,6H)-dione), BrC1=CC=C(C=C1)C1NC(N(C=2CCC(C(C12)=O)(C)C)C1=CC(=CC=C1)C(F)(F)F)=O (4-(4-bromophenyl)-6,6-dimethyl-1-(3-(tri-fluoromethyl)phenyl)-3,4,7,8-tetrahydroquinazoline-2,5(1H,6H)-dione), tetrakis(triphenyl-phosphine)palladium(O), CN(C=O)C (N,N-dimethylformamide), O (Water). The reagents and catalysts are [C-]#N.[Zn+2].[C-]#N (zinc cyanide). Conditions: temperature 110 celsius. The product is CC1(C(C=2C(NC(N(C2CC1)C1=CC(=CC=C1)C(F)(F)F)=O)C1=CC=C(C#N)C=C1)=O)C (4-(6,6-Dimethyl-2,5-dioxo-1-(3-(trifluoromethyl)phenyl)-1,2,3,4,5,6,7,8-octahydroquinazolin-4-yl)benzonitrile). Reaction SMILES: Br[C:2]1[CH:7]=[CH:6][C:5]([CH:8]2[C:17]3[C:16](=[O:18])[C:15]([CH3:20])([CH3:19])[CH2:14][CH2:13][C:12]=3[N:11]([C:21]3[CH:26]=[CH:25][CH:24]=[C:23]([C:27]([F:30])([F:29])[F:28])[CH:22]=3)[C:10](=[O:31])[NH:9]2)=[CH:4][CH:3]=1.O.[CH3:33][N:34](C)C=O>[C-]#N.[Zn+2].[C-]#N>[CH3:20][C:15]1([CH3:19])[CH2:14][CH2:13][C:12]2[N:11]([C:21]3[CH:26]=[CH:25][CH:24]=[C:23]([C:27]([F:28])([F:29])[F:30])[CH:22]=3)[C:10](=[O:31])[NH:9][CH:8]([C:5]3[CH:4]=[CH:3][C:2]([C:33]#[N:34])=[CH:7][CH:6]=3)[C:17]=2[C:16]1=[O:18] |f:3.4.5|. Procedure: Under an atmosphere of argon, a mixture of 4-(4-bromophenyl)-6,6-dimethyl-1-(3-(tri-fluoromethyl)phenyl)-3,4,7,8-tetrahydroquinazoline-2,5(1H,6H)-dione (intermediate 7, 372 mg, 0.754 mmol), zinc cyanide (110 mg, 0.937 mmol) and tetrakis(triphenyl-phosphine)palladium(O) (50 mg, 43 μmol) in N,N-dimethylformamide (2 mL) is heated at 110° C. over night. Water is added and the mixture is filtered. The precipitate is purified by flash chromatography on silica (gradient cyclohexane/ethyl acetate 80:20 ...